This data is from the Open Reaction Database (ORD), a public repository of structured organic reaction records. The task is: describe an organic reaction: reactants, conditions, products, and yield Reactants: N1=C(C=CC2=CC=CC(=C12)O)O (2,8-Quinolinediol), C1CN2CCN1CC2 (DABCO), BrC=1C=C(C=O)C=C(C1OC)OC (3-bromo-4,5-dimethoxy-benzaldehyde), C(CC#N)#N (malononitrile). The solvent is C(C)O (ethanol), O (water). Conditions: temperature 90 celsius, time 3 day. Product: NC1=C(C(C=2C=CC3=CC=C(N=C3C2O1)O)C1=CC(=C(C(=C1)OC)OC)Br)C#N (3-Amino-1-(3-bromo-4,5-dimethoxy-phenyl)-6-hydroxy-1H-4-oxa-5-aza-phenanthrene-2-carbonitrile). RXN SMILES: [N:1]1[C:10]2[C:5](=[CH:6][CH:7]=[CH:8][C:9]=2[OH:11])[CH:4]=[CH:3][C:2]=1[OH:12].[Br:13][C:14]1[CH:15]=[C:16]([CH:19]=[C:20]([O:24][CH3:25])[C:21]=1[O:22][CH3:23])[CH:17]=O.[C:26](#[N:30])[CH2:27][C:28]#[N:29].C1N2CCN(CC2)C1>C(O)C.O>[NH2:30][C:26]1[O:11][C:9]2[C:10]3[C:5](=[CH:4][CH:3]=[C:2]([OH:12])[N:1]=3)[CH:6]=[CH:7][C:8]=2[CH:17]([C:16]2[CH:19]=[C:20]([O:24][CH3:25])[C:21]([O:22][CH3:23])=[C:14]([Br:13])[CH:15]=2)[C:27]=1[C:28]#[N:29]. Reported procedure: 2,8-Quinolinediol (193 mg, 1.2 mmol), 3-bromo-4,5-dimethoxy-benzaldehyde (245 mg, 1 mmol) and malononitrile (66 mg, 1 mmol) were taken in 25 ml ethanol at room temperature, charged with DABCO (33 μl, 0.3 mmol) and then stirred at 90° C. under LC-MS control for 3 days. The reaction mixture was then cooled down to room temperature, diluted with water to about 100 ml and extracted with ethyl acetate (2×50 ml). The organic solution was washed with 5% aqueous sodium bicarbonate solution (2×50 ml) and...